describe an organic reaction: reactants, conditions, products, and yield From a dataset of the Open Reaction Database (ORD), a public repository of structured organic reaction records. The reactants are C(C1CO1)OCCOCC1CO1 (ethylene glycol diglycidyl ether), C(N)(OCC)=O (ethyl carbamate), CN(C)CC1=CC=CC=C1 (N, N-dimethylbenzylamine), C(CCCCCCCCCCC)(=O)[O-].C(CCCCCCCCCCC)(=O)[O-].C(CCC)[Sn+2]CCCC (dibutyltin dilaurate). The product is O=C1OC(CN1)COCCOCC1CNC(O1)=O (ethylene glycol bis(2-oxo-1, 3-oxazolidin-5-ylmethyl)ether), crystals. The yield is 90.0%. RXN SMILES: [CH2:1]([O:5][CH2:6][CH2:7][O:8][CH2:9][CH:10]1[O:12][CH2:11]1)C1OC1.[C:13](=[O:18])([O:15][CH2:16][CH3:17])[NH2:14].C[N:20]([CH2:22]C1C=CC=CC=1)C.C([O-])(=[O:41])CCCCCCCCCCC.C([O-])(=O)CCCCCCCCCCC.C([Sn+2]CCCC)CCC>>[O:18]=[C:13]1[NH:14][CH2:17][CH:16]([CH2:1][O:5][CH2:6][CH2:7][O:8][CH2:9][CH:10]2[O:12][C:11](=[O:41])[NH:20][CH2:22]2)[O:15]1 |f:3.4.5|. Procedure: 8.7 parts of ethylene glycol diglycidyl ether was reacted with 8.9 parts of ethyl carbamate in the presence of 0.3 parts of N, N-dimethylbenzylamine and 0.3 parts of dibutyltin dilaurate at 140° C. for 2 hours. The product was purified by silica gel chromatography (developing solvent, ethyl acetate: methanol=4:1). 11.7 parts (90% of theory) of ethylene glycol bis(2-oxo-1, 3-oxazolidin-5-ylmethyl)ether was obtained as white crystals melting at 90°-95° C. Reactants: BrCC(=O)C1=C(C=CC=C1)Cl (2-bromo-1-(2-chlorophenyl)ethanone), [S-]C#N.[K+] (potassium thiocyanate), O (water). The solvent is C(C)O (ethanol). Product: ClC1=C(C=CC=C1)C(CSC#N)=O (2-(2-Chlorophenyl)-2-oxoethyl thiocyanate). The yield is 75.3%. RXN SMILES: Br[CH2:2][C:3]([C:5]1[CH:10]=[CH:9][CH:8]=[CH:7][C:6]=1[Cl:11])=[O:4].[S-:12][C:13]#[N:14].[K+].O>C(O)C>[Cl:11][C:6]1[CH:7]=[CH:8][CH:9]=[CH:10][C:5]=1[C:3](=[O:4])[CH2:2][S:12][C:13]#[N:14] |f:1.2|. Procedure: A solution of 2-bromo-1-(2-chlorophenyl)ethanone (7.55 g, 32.3 mmol) and potassium thiocyanate (3.14 g, 32.3 mmol) in ethanol (70 ml) was stirred at 80° C. for 2 hours. After cooling to room temperature, water (70 ml) was poured to the reaction mixture, and crystals were collected by filtration and washed with water to give 5.15 g (75.3%) of the desired product as a solid.